This data is from the Open Reaction Database (ORD), a public repository of structured organic reaction records. The task is: describe an organic reaction: reactants, conditions, products, and yield The reactants are CCCCc1nc(Cl)c(CO)n1Cc1ccc(-c2ccccc2-c2nnn[nH]2)cc1, CN1CCOCC1, CCN=C=NCCCN(C)C, CN(C)c1ccncc1, CO, ClCCl, ClCCl, Cl, [K], O=C(O)CCCC(CO[N+](=O)[O-])O[N+](=O)[O-]. The product is CCCCc1nc(Cl)c(COC(=O)CCCC(CO[N+](=O)[O-])O[N+](=O)[O-])n1Cc1ccc(-c2ccccc2-c2nn[nH]n2)cc1. RXN SMILES: [CH3:1][CH2:2][CH2:3][CH2:4][c:5]1[n:6][c:7]([Cl:8])[c:9]([CH2:10][OH:11])[n:12]1[CH2:13][c:14]1[cH:15][cH:16][c:17](-[c:20]2[cH:21][cH:22][cH:23][cH:24][c:25]2-[c:26]2[n:27][n:28][n:29][nH:30]2)[cH:18][cH:19]1.[CH3:48][N:49]1[CH2:50][CH2:51][O:52][CH2:53][CH2:54]1.[CH3:56][N:57]([CH3:58])[CH2:59][CH2:60][CH2:61][N:62]=[C:63]=[N:64][CH2:65][CH3:66].[CH3:67][N:68]([CH3:69])[c:70]1[cH:71][cH:72][n:73][cH:74][cH:75]1.[CH3:79][OH:80].[Cl:76][CH2:77][Cl:78].[Cl:81][CH2:82][Cl:83].[ClH:55].[K:31].[N+:32](=[O:33])([O-:34])[O:35][CH:36]([CH2:37][CH2:38][CH2:39][C:40](=[O:41])[OH:42])[CH2:43][O:44][N+:45](=[O:46])[O-:47]>>[CH3:1][CH2:2][CH2:3][CH2:4][c:5]1[n:6][c:7]([Cl:8])[c:9]([CH2:10][O:11][C:40]([CH2:39][CH2:38][CH2:37][CH:36]([O:35][N+:32](=[O:33])[O-:34])[CH2:43][O:44][N+:45](=[O:46])[O-:47])=[O:41])[n:12]1[CH2:13][c:14]1[cH:15][cH:16][c:17](-[c:20]2[cH:21][cH:22][cH:23][cH:24][c:25]2-[c:26]2[n:27][nH:28][n:29][n:30]2)[cH:18][cH:19]1. Reactants: CC1(OB(OC1(C)C)C1=CC=C(C=C1)N1C=NC2=C1C=CC=C2)C (1-[4-(4,4,5,5-tetramethyl-[1,3,2]dioxaborolan-2-yl)-phenyl]-1H-benzoimidazole), COC(=O)C=1N(C(=NC1)Br)C (2-bromo-3-methyl-3H-imidazole-4-carboxylic acid methyl ester), C([O-])([O-])=O.[K+].[K+] (potassium carbonate). The reagents and catalysts are C=1C=CC(=CC1)[P](C=2C=CC=CC2)(C=3C=CC=CC3)[Pd]([P](C=4C=CC=CC4)(C=5C=CC=CC5)C=6C=CC=CC6)([P](C=7C=CC=CC7)(C=8C=CC=CC8)C=9C=CC=CC9)[P](C=1C=CC=CC1)(C=1C=CC=CC1)C=1C=CC=CC1 (tetrakis(triphenylphosphine)palladium(0)). Solvent: C(C)(=O)OCC (ethyl acetate), COCCOC (DME). Reaction conditions: temperature 90 celsius. Product: COC(=O)C=1N(C(=NC1)C1=CC=C(C=C1)N1C=NC2=C1C=CC=C2)C (2-(4-Benzoimidazol-1-yl-phenyl)-3-methyl-3H-imidazole-4-carboxylic acid methyl ester). The yield is 36.0%. RXN SMILES: CC1(C)C(C)(C)OB([C:9]2[CH:14]=[CH:13][C:12]([N:15]3[C:19]4[CH:20]=[CH:21][CH:22]=[CH:23][C:18]=4[N:17]=[CH:16]3)=[CH:11][CH:10]=2)O1.[CH3:25][O:26][C:27]([C:29]1[N:30]([CH3:35])[C:31](Br)=[N:32][CH:33]=1)=[O:28].C(=O)([O-])[O-].[K+].[K+]>COCCOC.C(OCC)(=O)C.C1C=CC([P]([Pd]([P](C2C=CC=CC=2)(C2C=CC=CC=2)C2C=CC=CC=2)([P](C2C=CC=CC=2)(C2C=CC=CC=2)C2C=CC=CC=2)[P](C2C=CC=CC=2)(C2C=CC=CC=2)C2C=CC=CC=2)(C2C=CC=CC=2)C2C=CC=CC=2)=CC=1>[CH3:25][O:26][C:27]([C:29]1[N:30]([CH3:35])[C:31]([C:9]2[CH:10]=[CH:11][C:12]([N:15]3[C:19]4[CH:20]=[CH:21][CH:22]=[CH:23][C:18]=4[N:17]=[CH:16]3)=[CH:13][CH:14]=2)=[N:32][CH:33]=1)=[O:28] |f:2.3.4,^1:57,59,78,97|. Reported procedure: To a solution of 1-[4-(4,4,5,5-tetramethyl-[1,3,2]dioxaborolan-2-yl)-phenyl]-1H-benzoimidazole (0.43 g, 1.5 mmol) and 2-bromo-3-methyl-3H-imidazole-4-carboxylic acid methyl ester (0.25 g, 1.15 mmol) in DME (9 mL) was added tetrakis(triphenylphosphine)palladium(0) (0.07 g, 0.057 mmol) and 2 M aqueous potassium carbonate (1.4 mL) and the reaction mixture was heated at 90° C. for 12 h. The reaction mixture was cooled to room temperature and diluted with ethyl acetate. The reaction mixture was filte...